The task is: describe an organic reaction: reactants, conditions, products, and yield. This data is from the Open Reaction Database (ORD), a public repository of structured organic reaction records. Starting materials: CCN(C(C)C)C(C)C, [Cl-], O=C(Cl)C(=O)Cl, ClCCl, O=C(O)c1cc(F)ccc1[N+](=O)[O-], CC(C)NC(=O)CN. Product: CC(C)NC(=O)CNC(=O)c1cc(F)ccc1[N+](=O)[O-]. As a reaction SMILES: [CH:28]([N:29]([CH:30]([CH3:31])[CH3:32])[CH2:33][CH3:34])([CH3:35])[CH3:36].[Cl-:37].[Cl:14][C:15]([C:16]([Cl:17])=[O:18])=[O:19].[Cl:38][CH2:39][Cl:40].[F:1][c:2]1[cH:3][cH:4][c:5]([N+:11](=[O:12])[O-:13])[c:6]([C:7](=[O:8])[OH:9])[cH:10]1.[NH2:20][CH2:21][C:22](=[O:23])[NH:24][CH:25]([CH3:26])[CH3:27]>>[F:1][c:2]1[cH:3][cH:4][c:5]([N+:11](=[O:12])[O-:13])[c:6]([C:7](=[O:9])[NH:20][CH2:21][C:22](=[O:23])[NH:24][CH:25]([CH3:26])[CH3:27])[cH:10]1.